This data is from the Open Reaction Database (ORD), a public repository of structured organic reaction records. The task is: describe an organic reaction: reactants, conditions, products, and yield Starting materials: C(C)NC(=O)NC1=CC=C(C=C1)C=1N=C(C2=C(N1)CNCC2)N2CCOCC2 (1-ethyl-3-(4-(4-morpholino-5,6,7,8-tetrahydropyrido[3,4-d]pyrimidin-2-yl)phenyl)urea), O1CC(C1)=O (oxetan-3-one). Yields the product C(C)NC(=O)NC1=CC=C(C=C1)C=1N=C(C2=C(N1)CN(CC2)C2COC2)N2CCOCC2 (1-ethyl-3-(4-(4-morpholino-7-(oxetan-3-yl)-5,6,7,8-tetrahydropyrido[3,4-d]pyrimidin-2-yl)phenyl)urea). As a reaction SMILES: [CH2:1]([NH:3][C:4]([NH:6][C:7]1[CH:12]=[CH:11][C:10]([C:13]2[N:14]=[C:15]([N:23]3[CH2:28][CH2:27][O:26][CH2:25][CH2:24]3)[C:16]3[CH2:22][CH2:21][NH:20][CH2:19][C:17]=3[N:18]=2)=[CH:9][CH:8]=1)=[O:5])[CH3:2].[O:29]1[CH2:32][C:31](=O)[CH2:30]1>>[CH2:1]([NH:3][C:4]([NH:6][C:7]1[CH:8]=[CH:9][C:10]([C:13]2[N:14]=[C:15]([N:23]3[CH2:24][CH2:25][O:26][CH2:27][CH2:28]3)[C:16]3[CH2:22][CH2:21][N:20]([CH:31]4[CH2:32][O:29][CH2:30]4)[CH2:19][C:17]=3[N:18]=2)=[CH:11][CH:12]=1)=[O:5])[CH3:2]. Reported procedure: Compound fo was prepared according to the procedure described in Example 8 by reacting 1-ethyl-3-(4-(4-morpholino-5,6,7,8-tetrahydropyrido[3,4-d]pyrimidin-2-yl)phenyl)urea with oxetan-3-one. LC-MS: m/z=+439 (M+H)+. Starting materials: [N-](S(=O)(=O)C(F)(F)F)S(=O)(=O)C(F)(F)F (bis(trifluoromethylsulfonyl)imide), C(C)N1C=NC=C1 (N-ethylimidazole). Conditions: time 8 hour. Product: [N-](S(=O)(=O)C(F)(F)F)S(=O)(=O)C(F)(F)F.C(C)N1C=NC=C1 (N-ethylimidazole bis(trifluoromethylsulfonyl)imide). RXN SMILES: [N-:1]([S:9]([C:12]([F:15])([F:14])[F:13])(=[O:11])=[O:10])[S:2]([C:5]([F:8])([F:7])[F:6])(=[O:4])=[O:3].[CH2:16]([N:18]1[CH:22]=[CH:21][N:20]=[CH:19]1)[CH3:17]>>[N-:1]([S:2]([C:5]([F:8])([F:6])[F:7])(=[O:4])=[O:3])[S:9]([C:12]([F:15])([F:14])[F:13])(=[O:11])=[O:10].[CH2:16]([N:18]1[CH:22]=[CH:21][N:20]=[CH:19]1)[CH3:17] |f:2.3|. Procedure details: To 1.0 g of bis(trifluoromethylsulfonyl)imide was added dropwise 0.34 g of N-ethylimidazole in a nitrogen atmosphere in a glove box, and the solution was stirred overnight to obtain N-ethylimidazole bis(trifluoromethylsulfonyl)imide (EtIm+TFSI−) as a colorless transparent liquid. The resulting salt had a melting point of 6.6° C. Reactants: FC(F)(F)c1cc(C2CO2)cc(C(F)(F)F)c1, [H-], [Na+], C1CCOC1, OCc1ccccc1. The product is OC(COCc1ccccc1)c1cc(C(F)(F)F)cc(C(F)(F)F)c1. As a reaction SMILES: [F:1][C:2]([c:3]1[cH:4][c:5]([CH:6]2[CH2:7][O:8]2)[cH:9][c:10]([C:12]([F:13])([F:14])[F:15])[cH:11]1)([F:16])[F:17].[H-:26].[Na+:27].[O:28]1[CH2:29][CH2:30][CH2:31][CH2:32]1.[OH:18][CH2:19][c:20]1[cH:21][cH:22][cH:23][cH:24][cH:25]1>>[F:1][C:2]([c:3]1[cH:4][c:5]([CH:6]([CH2:7][O:18][CH2:19][c:20]2[cH:21][cH:22][cH:23][cH:24][cH:25]2)[OH:8])[cH:9][c:10]([C:12]([F:13])([F:14])[F:15])[cH:11]1)([F:16])[F:17]. Starting materials: resultant mixture, Cl.CN(CCCN=C=NCC)C (1-(3-dimethylaminopropyl)3-ethylcarbodiimide hydrochloride), C1(=CC=CC=C1)NC=1OC2=C(N1)C=CC(=C2)CC(=O)O (2-phenylaminobenzoxazole-6-acetic acid), CC(C(=O)OC)C(C)OC1=C(C=CC(=C1)N)OC (methyl 2-methyl-3-(2-methoxy-5-aminophenoxy)butyrate), OC1=CC=CC=2NN=NC21 (hydroxybenzotriazole), CN1CCOCC1 (N-methylmorpholine). Reported procedure: To a mixture of 2-phenylaminobenzoxazole-6-acetic acid(0.067 g), methyl 2-methyl-3-(2-methoxy-5-aminophenoxy)butyrate(0.057 g), hydroxybenzotriazole (0.067 g), and N-methylmorpholine(0.05 ml) in dimethylformamide(0.25 ml) was added 1-(3-dimethylaminopropyl)3-ethylcarbodiimide hydrochloride(0.095 g). The resultant mixture was stirred for 48 hrs then added to water and extracted with ethyl acetate. The organic layer was separated, washed with aqueous acetic acid, brine, aqueous sodium bicarbonate ... The solvent is O (water), CN(C=O)C (dimethylformamide). Reaction SMILES: [C:1]1([NH:7][C:8]2[O:9][C:10]3[CH:16]=[C:15]([CH2:17][C:18]([OH:20])=O)[CH:14]=[CH:13][C:11]=3[N:12]=2)[CH:6]=[CH:5][CH:4]=[CH:3][CH:2]=1.[CH3:21][CH:22]([CH:27]([O:29][C:30]1[CH:35]=[C:34]([NH2:36])[CH:33]=[CH:32][C:31]=1[O:37][CH3:38])C)[C:23](OC)=O.[OH:39][C:40]1C2N=NNC=2C=CC=1.CN1CC[O:53][CH2:52]C1.Cl.CN(C)CCCN=C=NCC>CN(C)C=O.O>[CH3:52][O:53][C:40](=[O:39])[CH2:23][CH:22]([CH3:21])[CH2:27][O:29][C:30]1[CH:35]=[C:34]([NH:36][C:18](=[O:20])[CH2:17][C:15]2[CH:14]=[CH:13][C:11]3[N:12]=[C:8]([NH:7][C:1]4[CH:2]=[CH:3][CH:4]=[CH:5][CH:6]=4)[O:9][C:10]=3[CH:16]=2)[CH:33]=[CH:32][C:31]=1[O:37][CH3:38] |f:4.5|. Yields the product COC(CC(COC1=C(C=CC(=C1)NC(CC1=CC2=C(N=C(O2)NC2=CC=CC=C2)C=C1)=O)OC)C)=O (Methyl-4-{5-[2-(2-anilino-1,3-benzoxazol6-yl)-acetylamino]-2-methoxyphenoxy}-3-methyl-butanoate). Reactants: BrC1=C(C=C2C(=C(C(C3(CCOCC3)C2=C1)=O)C(=O)OCC)O)OC (ethyl 7-bromo-4-hydroxy-6-methoxy-2-oxo-2′,3′,5′,6′-tetrahydro-spiro[naphthalene-1,4′-pyran]-3-carboxylate), Cl.NCC(=O)OC(C)(C)C (tert-butyl 2-aminoacetate hydrochloride), CCN(C(C)C)C(C)C (DIPEA). Solvent: O1CCOCC1 (dioxane). Reaction conditions: temperature 95 celsius, time 3 hour. Yields the product BrC1=C(C=C2C(=C(C(C3(CCOCC3)C2=C1)=O)C(=O)NCC(=O)OC(C)(C)C)O)OC (1,1-Dimethylethyl N-((7-bromo-4-hydroxy-6-(methyloxy)-2-oxo-2′,3′,5′,6′-tetrahydro-spiro[naphthalene-1,4′-pyran]-3-yl)carbonyl)glycinate). The yield is 83.0%. RXN SMILES: [Br:1][C:2]1[CH:16]=[C:15]2[C:5]([C:6]([OH:23])=[C:7]([C:18](OCC)=[O:19])[C:8](=[O:17])[C:9]32[CH2:14][CH2:13][O:12][CH2:11][CH2:10]3)=[CH:4][C:3]=1[O:24][CH3:25].Cl.[NH2:27][CH2:28][C:29]([O:31][C:32]([CH3:35])([CH3:34])[CH3:33])=[O:30].CCN(C(C)C)C(C)C>O1CCOCC1>[Br:1][C:2]1[CH:16]=[C:15]2[C:5]([C:6]([OH:23])=[C:7]([C:18]([NH:27][CH2:28][C:29]([O:31][C:32]([CH3:35])([CH3:34])[CH3:33])=[O:30])=[O:19])[C:8](=[O:17])[C:9]32[CH2:14][CH2:13][O:12][CH2:11][CH2:10]3)=[CH:4][C:3]=1[O:24][CH3:25] |f:1.2|. Procedure: A mixture of ethyl 7-bromo-4-hydroxy-6-methoxy-2-oxo-2′,3′,5′,6′-tetrahydro-spiro[naphthalene-1,4′-pyran]-3-carboxylate (0.28 g, 0.68 mmol) and tert-butyl 2-aminoacetate hydrochloride (0.17 g, 1.0 mmol) in 5 mL dioxane was treated with DIPEA (0.26 g, 2.0 mmol). The mixture was warmed to 95° C. and stirred for 3 hours, M+1=496/498. The mixture was then cooled to room temperature and concentrated in vacuo. The crude product was purified by column chromatography eluting with 10-30% EtOAc/hexane to ... Reactants: C(O)([O-])=O.[Na+] (sodium hydrogen carbonate), COC(C(SC)Cl)=O (Chloro-methylsulfanyl-acetic acid methyl ester), C([O-])([O-])=O.[K+].[K+] (potassium carbonate), BrC=1C=NC2=CC=C(C=C2C1)O (3-Bromo-quinolin-6-ol). The solvent is CN(C)C=O (DMF), C(C)(=O)OCC (ethyl acetate). Conditions: time 2 hour. The product is COC(C(SC)OC=1C=C2C=C(C=NC2=CC1)Br)=O ((3-bromo-quinolin-6-yloxy)-methylsulfanyl-acetic acid methyl ester). Yield: 89.9%. Reaction SMILES: [Br:1][C:2]1[CH:3]=[N:4][C:5]2[C:10]([CH:11]=1)=[CH:9][C:8]([OH:12])=[CH:7][CH:6]=2.[CH3:13][O:14][C:15](=[O:20])[CH:16](Cl)[S:17][CH3:18].C(=O)([O-])[O-].[K+].[K+].C(=O)([O-])O.[Na+]>CN(C=O)C.C(OCC)(=O)C>[CH3:13][O:14][C:15](=[O:20])[CH:16]([O:12][C:8]1[CH:9]=[C:10]2[C:5](=[CH:6][CH:7]=1)[N:4]=[CH:3][C:2]([Br:1])=[CH:11]2)[S:17][CH3:18] |f:2.3.4,5.6|. Reported procedure: 3-Bromo-quinolin-6-ol (17.47 g) (preparation described in Liebigs Ann Chem., 1966, 98-106), was dissolved in dry DMF (150 ml). Chloro-methylsulfanyl-acetic acid methyl ester (18.07 g) and dry potassium carbonate (43.12 g) were added at room temperature (rt). The resulting suspension was stirred for 2 hours after which time the reaction mixture was diluted with ethyl acetate and poured onto sat. sodium hydrogen carbonate (200 ml). The two phases were separated and the aqueous layer was extracted ... Reactants: CC1(C)CCC(=C(c2ccc(O)cc2)c2ccc(C=C(C(=O)[O-])C(C)(C)C)cc2)CC1, ClCCl, O=C(O)C(F)(F)F. Product: CC1(C)CCC(=C(c2ccc(O)cc2)c2ccc(C=CC(=O)O)cc2)CC1. As a reaction SMILES: [CH3:1][C:2]([CH3:3])([CH3:4])[C:5]([C:6](=[O:7])[O-:8])=[CH:9][c:10]1[cH:11][cH:12][c:13]([C:16]([c:17]2[cH:18][cH:19][c:20]([OH:23])[cH:21][cH:22]2)=[C:24]2[CH2:25][CH2:26][C:27]([CH3:30])([CH3:31])[CH2:28][CH2:29]2)[cH:14][cH:15]1.[Cl:39][CH2:40][Cl:41].[OH:32][C:33]([C:34]([F:35])([F:36])[F:37])=[O:38]>>[CH:5]([C:6](=[O:7])[OH:8])=[CH:9][c:10]1[cH:11][cH:12][c:13]([C:16]([c:17]2[cH:18][cH:19][c:20]([OH:23])[cH:21][cH:22]2)=[C:24]2[CH2:25][CH2:26][C:27]([CH3:30])([CH3:31])[CH2:28][CH2:29]2)[cH:14][cH:15]1. The reactants are O=C([O-])[O-], Ic1ccc(Oc2ccc3c(c2)CCN(C2CCC2)CC3)nc1, [Cu], [K+], [K+], O=C1CCCN1. Yields the product O=C1CCCN1c1ccc(Oc2ccc3c(c2)CCN(C2CCC2)CC3)nc1. RXN SMILES: [C:30](=[O:31])([O-:32])[O-:33].[CH:1]1([N:5]2[CH2:6][CH2:7][c:8]3[c:9]([cH:12][cH:13][c:14]([O:16][c:17]4[n:18][cH:19][c:20]([I:23])[cH:21][cH:22]4)[cH:15]3)[CH2:10][CH2:11]2)[CH2:2][CH2:3][CH2:4]1.[Cu:36].[K+:34].[K+:35].[NH:24]1[C:25](=[O:29])[CH2:26][CH2:27][CH2:28]1>>[CH:1]1([N:5]2[CH2:6][CH2:7][c:8]3[c:9]([cH:12][cH:13][c:14]([O:16][c:17]4[n:18][cH:19][c:20]([N:24]5[C:25](=[O:29])[CH2:26][CH2:27][CH2:28]5)[cH:21][cH:22]4)[cH:15]3)[CH2:10][CH2:11]2)[CH2:2][CH2:3][CH2:4]1.